Dataset: the Open Reaction Database (ORD), a public repository of structured organic reaction records. Task: describe an organic reaction: reactants, conditions, products, and yield Reactants: CCN(CC)CCCC(C)NC=1C=C(N=C2C1C=CC(=C2)Cl)/C=C/C=3C=CC=CC3Cl (aminoquinoline), ClC=1C2=C(N=CN1)CCN(C2)C2=NC=CC=C2 (4-chloro-6-(pyridin-2-yl)-5,6,7,8-tetrahydropyrido[4,3-d]pyrimidine). The product is 6-(pyridin-2-yl)-5,6,7,8-tetrahydro-N-(1,2,3,4-tetrahydro-4,4-dimethyl-1-substituted)quinolin-7-yl, N1=CN=C(C2=C1C=CN=C2)N (pyrido[4,3-d]pyrimidin-4-amine). As a reaction SMILES: CC[N:3](CCCC(NC1C=C(/C=C/C2C=CC=CC=2Cl)N=C2C=C(Cl)C=CC=12)C)CC.Cl[C:33]1[C:34]2[CH2:42][N:41](C3C=CC=CN=3)[CH2:40][CH2:39][C:35]=2[N:36]=[CH:37][N:38]=1>>[N:36]1[C:35]2[CH:39]=[CH:40][N:41]=[CH:42][C:34]=2[C:33]([NH2:3])=[N:38][CH:37]=1. Reported procedure: Appropriate 6-(pyridin-2-yl)-5,6,7,8-tetrahydro-N-(1,2,3,4-tetrahydro-4,4-dimethyl-1-substituted)quinolin-7-yl)pyrido[4,3-d]pyrimidin-4-amine derivatives are prepared starting from 1,2,3,4-tetrahydro-4,4-dimethyl-7-nitroquinoline. The nitroquinoline derivate is reacted with appropriate alkylating agent to give the N-substituted nitroquinoline, which is reduced using standard procedures known in the art to yield 7-aminoquinoline derivative. The resulting aminoquinoline derivated is then condensed... Starting materials: [Si](C)(C)(C(C)(C)C)O[C@@H]1C[C@@H]2CC[C@H]3[C@@H]4C[C@H]5[C@H]([C@H](C)[C@]6(O5)CC[C@@H](C)CO6)[C@]4([C@@H](C([C@@H]3[C@]2(CC1)C)=O)O)C ((3β,5α, 12β,25R)-3-(t-butyldimethylsilyloxy)spirostan-12-ol-11-one), [H-].[Al+3].[Li+].[H-].[H-].[H-] (lithium aluminum hydride). Run in C1CCOC1 (THF). Product: [Si](C)(C)(C(C)(C)C)O[C@@H]1C[C@@H]2CC[C@H]3[C@@H]4C[C@H]5[C@H]([C@H](C)[C@]6(O5)CC[C@@H](C)CO6)[C@]4([C@@H]([C@@H]([C@@H]3[C@]2(CC1)C)O)O)C.C[C@H]1[C@H]2[C@H](C[C@H]3[C@@H]4CC[C@H]6C[C@H](CC[C@]6(C)[C@H]4[C@H](C([C@]23C)=O)O)O)O[C@]12CC[C@@H](C)CO2 ((3β,5α,11β,25R)-spirostan-3,11 -diol-12-one (3β,5α,11β,12β,25R)-3-(t-butyldimethylsilyloxy)spirostan-11,12-diol). As a reaction SMILES: [Si:1]([O:8][C@H:9]1[CH2:35][CH2:34][C@@:33]2([CH3:36])[C@@H:11]([CH2:12][CH2:13][C@@H:14]3[C@@H:32]2[C:31](=[O:37])[C@@H:30]([OH:38])[C@@:29]2([CH3:39])[C@H:15]3[CH2:16][C@@H:17]3[O:22][C@@:21]4([O:28][CH2:27][C@H:25]([CH3:26])[CH2:24][CH2:23]4)[C@@H:19]([CH3:20])[C@@H:18]32)[CH2:10]1)([C:4]([CH3:7])([CH3:6])[CH3:5])([CH3:3])[CH3:2].[H-].[Al+3].[Li+].[H-].[H-].[H-]>C1COCC1>[Si:1]([O:8][C@H:9]1[CH2:35][CH2:34][C@@:33]2([CH3:36])[C@@H:11]([CH2:12][CH2:13][C@@H:14]3[C@@H:32]2[C@@H:31]([OH:37])[C@@H:30]([OH:38])[C@@:29]2([CH3:39])[C@H:15]3[CH2:16][C@@H:17]3[O:22][C@@:21]4([O:28][CH2:27][C@H:25]([CH3:26])[CH2:24][CH2:23]4)[C@@H:19]([CH3:20])[C@@H:18]32)[CH2:10]1)([C:4]([CH3:5])([CH3:6])[CH3:7])([CH3:2])[CH3:3].[CH3:20][C@@H:19]1[C@:21]2([O:28][CH2:27][C@H:25]([CH3:26])[CH2:24][CH2:23]2)[O:22][C@H:17]2[CH2:16][C@@H:15]3[C@@:29]([CH3:39])([C@@H:18]12)[C:30](=[O:38])[C@H:31]([OH:37])[C@H:32]1[C@H:14]3[CH2:13][CH2:12][C@@H:11]2[C@:33]1([CH3:36])[CH2:34][CH2:35][C@H:9]([OH:8])[CH2:10]2 |f:1.2.3.4.5.6,8.9|. Procedure: (3β,5α, 12β,25R)-3-(t-butyldimethylsilyloxy)spirostan-12-ol-11-one (see procedure G8) was converted into the title compound via reduction with lithium aluminum hydride in THF at room temperature according to the procedure described in J. Am. Chem. Soc., 1951, 73, 1777. The reactants are CCO, Cc1ccc(-n2cc(-c3ccccc3)c(CC(=O)Cl)n2)cc1, c1ccncc1, c1ccccc1. Product: CCOC(=O)Cc1nn(-c2ccc(C)cc2)cc1-c1ccccc1. Reaction SMILES: [CH3:23][CH2:24][OH:25].[c:1]1(-[c:7]2[c:8]([CH2:19][C:20](=[O:21])[Cl:22])[n:9][n:10](-[c:12]3[cH:13][cH:14][c:15]([CH3:18])[cH:16][cH:17]3)[cH:11]2)[cH:2][cH:3][cH:4][cH:5][cH:6]1.[cH:26]1[cH:27][cH:28][n:29][cH:30][cH:31]1.[cH:32]1[cH:33][cH:34][cH:35][cH:36][cH:37]1>>[c:1]1(-[c:7]2[c:8]([CH2:19][C:20](=[O:21])[O:25][CH2:24][CH3:23])[n:9][n:10](-[c:12]3[cH:13][cH:14][c:15]([CH3:18])[cH:16][cH:17]3)[cH:11]2)[cH:2][cH:3][cH:4][cH:5][cH:6]1. Reactants: C1CCC[C@@H]2CCCC[C@H]12 (cis-decalin), crude product, FF (fluorine), B(F)(F)F.CCOCC (boron trifluoride etherate). Run in C(C)#N (acetonitrile). Reaction conditions: temperature 82 celsius. The product is C1CCCC2CCCCC12 (decalin). Isolated yield 31.3%. RXN SMILES: [CH2:1]1[C@@H:10]2[C@@H:5]([CH2:6][CH2:7][CH2:8][CH2:9]2)[CH2:4][CH2:3][CH2:2]1.FF.B(F)(F)F.CCOCC>C(#N)C>[CH2:9]1[CH:10]2[CH:5]([CH2:4][CH2:3][CH2:2][CH2:1]2)[CH2:6][CH2:7][CH2:8]1 |f:2.3|. Reported procedure: Using a similar procedure to that described above (Method 2), cis-decalin (2.2 g, 16 mmol), elemental fluorine (65 mmol), boron trifluoride etherate (2.3 g, 16 mmol), and anhydrous acetonitrile (120 cm3) gave, after heating (82° C.) and the work-up as detailed above, a crude product mixture which was distilled to give decalin (0.7 g, 5 mmol); bp 55° C./10 mmHg. The brown solid which remained gave, after recrystallisation, N-(trans-9-decalyl)acetamide (0.8 g, 49%, 67% conv.) as a white solid; mp ... Starting materials: BrCc1ccccc1, CCCCCC, CC1(C)OCC2CC2(CO)CO1, [Cl-], [H-], [NH4+], [Na+], CN(C)C=O. RXN SMILES: [Br:20][CH2:21][c:22]1[cH:23][cH:24][cH:25][cH:26][cH:27]1.[CH3:30][CH2:31][CH2:32][CH2:33][CH2:34][CH3:35].[CH3:8][C:9]1([CH3:19])[O:10][CH2:11][C:12]2([CH2:17][OH:18])[CH2:13][CH:14]2[CH2:15][O:16]1.[Cl-:28].[H-:1].[NH4+:29].[Na+:2].[O:3]=[CH:4][N:5]([CH3:6])[CH3:7]>>[CH3:8][C:9]1([CH3:19])[O:10][CH2:11][C:12]2([CH2:17][O:18][CH2:21][c:22]3[cH:23][cH:24][cH:25][cH:26][cH:27]3)[CH2:13][CH:14]2[CH2:15][O:16]1. Yields the product CC1(C)OCC2CC2(COCc2ccccc2)CO1. The product is O=Cc1ccc(Sc2ccccc2)cc1. RXN SMILES: [CH3:29][CH2:30][CH2:31][CH2:32][CH2:33][CH3:34].[F:14][c:15]1[cH:16][cH:17][c:18]([CH:19]=[O:20])[cH:21][cH:22]1.[K+:8].[K+:9].[O-:10][C:11]([O-:12])=[O:13].[O:24]=[CH:25][N:26]([CH3:27])[CH3:28].[OH2:23].[SH:1][c:2]1[cH:3][cH:4][cH:5][cH:6][cH:7]1>>[S:1]([c:2]1[cH:3][cH:4][cH:5][cH:6][cH:7]1)[c:15]1[cH:16][cH:17][c:18]([CH:19]=[O:20])[cH:21][cH:22]1. Starting materials: CCCCCC, O=Cc1ccc(F)cc1, [K+], [K+], O=C([O-])[O-], CN(C)C=O, O, Sc1ccccc1. Reaction SMILES: [S:1]1[C:9]2[CH:8]=[CH:7][N:6]=[C:5]([CH2:10][S:11][C:12]3[NH:13][C:14]4[CH:20]=[CH:19][CH:18]=[CH:17][C:15]=4[N:16]=3)[C:4]=2[CH:3]=[CH:2]1.C1C=C(Cl)C=C(C(OO)=[O:29])C=1.C([O-])(O)=O.[Na+].S([O-])([O-])=O.[Na+].[Na+]>C(Cl)(Cl)Cl.O.CO>[S:1]1[C:9]2[CH:8]=[CH:7][N:6]=[C:5]([CH2:10][S:11]([C:12]3[NH:13][C:14]4[CH:20]=[CH:19][CH:18]=[CH:17][C:15]=4[N:16]=3)=[O:29])[C:4]=2[CH:3]=[CH:2]1 |f:2.3,4.5.6|. Procedure: To a solution of 278.6 mg (0.900 mmol) of 2-[(thieno[3, 2-c]pyridin-4-yl)methylthio]benzimidazole.2/3 H2O (Ia') in 20 ml of CHCl3 and 1 ml of MeOH was added 194.1 mg (0.900 mmol) of 80% mCPBA at -10° to -15° C. and stirred for 30 minutes. To the mixture were added 2.5 ml of saturated aqueous NaHCO3 and 0.5 ml of 10 % aqueous sodium sulfite. After bringing back to room temperature, water was added thereto, and the solution was extracted with CHCl3. After drying CHCl3 layer over anhydrous sodium s... Run in C(Cl)(Cl)Cl (CHCl3), CO (MeOH), O (H2O), O (water). Product: S1C=CC=2C(=NC=CC21)CS(=O)C=2NC1=C(N2)C=CC=C1 (2-[(thieno[3, 2-c]pyridin-4-yl)methylsulfinyl]benzimidazole). Starting materials: C1=CC(=CC(=C1)Cl)C(=O)OO (mCPBA), S1C=CC=2C(=NC=CC21)CSC=2NC1=C(N2)C=CC=C1 (2-[(thieno[3, 2-c]pyridin-4-yl)methylthio]benzimidazole), C(=O)(O)[O-].[Na+] (NaHCO3), S(=O)([O-])[O-].[Na+].[Na+] (sodium sulfite). Conditions: time 30 minute. Starting materials: ClC=1C=C(CO)C=C(C1)Cl (3,5-dichlorobenzyl alcohol), FC1=C(C=CC(=C1)F)B(O)O (2,4-difluorophenylboronic acid), ClC=1C=C(CO)C=C(C1I)Cl (3,5-dichloro-4-iodobenzyl alcohol). The product is ClC1=C(C(=CC(=C1)CO)Cl)C1=C(C=C(C=C1)F)F ((2,6-dichloro-2′,4′-difluorobiphenyl-4-yl)methanol). The yield is 72.5%. Reaction SMILES: [F:1][C:2]1[CH:7]=[C:6]([F:8])[CH:5]=[CH:4][C:3]=1B(O)O.[Cl:12][C:13]1[CH:14]=[C:15]([CH:18]=[C:19]([Cl:22])[C:20]=1I)[CH2:16][OH:17].ClC1C=C(C=C(Cl)C=1)CO>>[Cl:12][C:13]1[CH:14]=[C:15]([CH2:16][OH:17])[CH:18]=[C:19]([Cl:22])[C:20]=1[C:3]1[CH:4]=[CH:5][C:6]([F:8])=[CH:7][C:2]=1[F:1]. Reported procedure: Using essentially the same coupling procedure as for Example 8-1, Step 1, but heating 2,4-difluorophenylboronic acid (456 mg, 2.89 mmol) and 3,5-dichloro-4-iodobenzyl alcohol (350 mg, 1.155 mmol) in a microwave at 115° C. for 120 minutes, afforded the title intermediate (242 mg) without formation of any appreciable 3,5-dichlorobenzyl alcohol.